From a dataset of the Open Reaction Database (ORD), a public repository of structured organic reaction records. describe an organic reaction: reactants, conditions, products, and yield Reactants: CCOC(=O)C=1N(C2=CC=CC(=C2C1)O)C(=O)OC(C)(C)C (4-Hydroxy-indole-1,2-dicarboxylic acid 1-tert-butyl ester 2-ethyl ester), ClC1=NC(=CC=C1)Cl (2,6-Dichloro-pyridine), C([O-])([O-])=O.[K+].[K+] (potassium carbonate). Run in C(C)(=O)OCC (ethyl acetate), CN(C=O)C (dimethylformamide). Conditions: temperature 160 celsius. Yields the product C(C)OC(=O)C=1NC2=CC=CC(=C2C1)OC1=NC(=CC=C1)Cl (4-(6-Chloro-pyridin-2-yloxy)-1H-indole-2-carboxylic acid ethyl ester). Reaction SMILES: [CH3:1][CH2:2][O:3][C:4]([C:6]1[N:7](C(OC(C)(C)C)=O)[C:8]2[C:13]([CH:14]=1)=[C:12]([OH:15])[CH:11]=[CH:10][CH:9]=2)=[O:5].[Cl:23][C:24]1[CH:29]=[CH:28][CH:27]=[C:26](Cl)[N:25]=1.C(=O)([O-])[O-].[K+].[K+]>CN(C)C=O.C(OCC)(=O)C>[CH2:2]([O:3][C:4]([C:6]1[NH:7][C:8]2[C:13]([CH:14]=1)=[C:12]([O:15][C:26]1[CH:27]=[CH:28][CH:29]=[C:24]([Cl:23])[N:25]=1)[CH:11]=[CH:10][CH:9]=2)=[O:5])[CH3:1] |f:2.3.4|. Procedure: 159 (500 mg, 1.6 mmol), 2,6-Dichloro-pyridine (360 mg, 24 mmol) are dissolved in 15 ml of dimethylformamide. After addition of potassium carbonate (340 mg, 24 mmol) and a catalytic amount Cu-powder the mixture is heated to 160° C. for 3 hours. The reaction mixture is cooled to room temperature, diluted with ethyl acetate and washed with water. The organic layers are dried over sodium sulphate and evaporated. The crude product is solved in dichloromethane and after evaporation crystallized with c...